From a dataset of the Open Reaction Database (ORD), a public repository of structured organic reaction records. describe an organic reaction: reactants, conditions, products, and yield Starting materials: [H-].[Al+3].[Li+].[H-].[H-].[H-] (lithium aluminum hydride), C(C1=CC=CC=C1)OC(=O)N1[C@@H](CCC1)C(=O)N1C=CC2=CC=CC=C12 ((S)-(N-benzyloxycarbonylpyrrolidin-2-ylcarbonyl)-1H-indole), (R,S)-(N-benzyloxycarbonylpiperidin-2-ylcarbonyl)-1H-indole, (R,S)-(N-benzyloxycarbonylazetidin-2-ylcarbonyl)-1H-indole, CS(=O)(=O)NC=1C=C2C(=CNC2=CC1)C[C@@H]1N(CCC1)C ((R)-5-methylsulfonamido-3-(N-methylpyrrolidin-2-ylmethyl)-1H-indole), ( R )-. Run in O1CCCC1 (tetrahydrofuran). Conditions: time 1 hour. Yields the product CN1C(CCC1)CC1=CNC2=CC=CC=C12 (3-(N-methylpyrrolidin-2-ylmethyl)-1H-indole), CN1C(CC1)CC1=CNC2=CC=CC=C12 (3-(N-methylazetidin-2-ylmethyl)-1H-indole), CN1C(CCCC1)CC1=CNC2=CC=CC=C12 (3-(N-methylpiperidin-2-ylmethyl)-1H-indole). As a reaction SMILES: CS(N[C:6]1[CH:7]=[C:8]2[C:12](=[CH:13][CH:14]=1)[NH:11][CH:10]=[C:9]2[CH2:15][C@H:16]1[CH2:20][CH2:19][CH2:18][N:17]1[CH3:21])(=O)=O.C(OC(N1CCC[C@H]1C([N:39]1[C:47]2[C:42](=[CH:43][CH:44]=[CH:45][CH:46]=2)[CH:41]=[CH:40]1)=O)=O)C1C=CC=CC=1.[H-].[Al+3].[Li+].[H-].[H-].[H-]>O1CCCC1>[CH3:21][N:17]1[CH2:18][CH2:19][CH2:20][CH:16]1[CH2:15][C:9]1[C:8]2[C:12](=[CH:13][CH:14]=[CH:6][CH:7]=2)[NH:11][CH:10]=1.[CH3:21][N:17]1[CH2:18][CH2:20][CH:16]1[CH2:15][C:9]1[C:8]2[C:12](=[CH:13][CH:14]=[CH:6][CH:7]=2)[NH:11][CH:10]=1.[CH3:21][N:17]1[CH2:18][CH2:19][CH2:9][CH2:15][CH:16]1[CH2:20][C:41]1[C:42]2[C:47](=[CH:46][CH:45]=[CH:44][CH:43]=2)[NH:39][CH:40]=1 |f:2.3.4.5.6.7|. Reported procedure: To a stirred solution of (R)- or (S)-(N-benzyloxycarbonylpyrrolidin-2-ylcarbonyl)-1H-indole, (R)-, (S), or (R,S)-(N-benzyloxycarbonylazetidin-2-ylcarbonyl)-1H-indole, or (R)-, (S)-, or (R,S)-(N-benzyloxycarbonylpiperidin-2-ylcarbonyl)-1H-indole, (5.00 mmol) in anhydrous tetrahydrofuran (20 mL) at room temperature under nitrogen was carefully added lithium aluminum hydride (0.57 g, 15.0 mmol, 3.0 eq) as a powder, and the resulting mixture was stirred at room temperature under nitrogen for 1 hour....